From a dataset of the Open Reaction Database (ORD), a public repository of structured organic reaction records. describe an organic reaction: reactants, conditions, products, and yield Reactants: C(C1=CC=CC=C1)(C1=CC=CC=C1)(C1=CC=CC=C1)NC=1SC=C(N1)/C(/C(=O)O)=N/OC ((Z)-2-(2-tritylaminothiazol-4-yl)-2-methoxyiminoacetic acid), 1.35, Cl.N[C@H]1[C@@H]2N(C(=C(CS2)CCl)C(=O)OC(C2=CC=CC=C2)C2=CC=CC=C2)C1=O (diphenylmethyl 7 β-amino-3-chloromethyl-ceph-3-em-4-carboxylate hydrochloride), O.ON1N=NC2=C1C=CC=C2 (N-hydroxybenzotriazole hydrate), N,N-dicyclohexylcarbodiimide. The solvent is CN(C=O)C (N,N-dimethylformamide). Run at temperature 0 celsius. The product is C(C1=CC=CC=C1)(C1=CC=CC=C1)(C1=CC=CC=C1)NC=1SC=C(N1)/C(/C(=O)N[C@H]1[C@@H]2N(C(=C(CS2)CCl)C(=O)OC(C2=CC=CC=C2)C2=CC=CC=C2)C1=O)=N/OC (diphenylmethyl (6R,7R)-7-[(Z)-2-(2-tritylaminothiazol-4-yl)-2-methoxyiminoacetamido]-3-chloromethyl-ceph-3-em-4-carboxylate). Reaction SMILES: [C:1]([NH:20][C:21]1[S:22][CH:23]=[C:24](/[C:26](=[N:30]/[O:31][CH3:32])/[C:27]([OH:29])=O)[N:25]=1)([C:14]1[CH:19]=[CH:18][CH:17]=[CH:16][CH:15]=1)([C:8]1[CH:13]=[CH:12][CH:11]=[CH:10][CH:9]=1)[C:2]1[CH:7]=[CH:6][CH:5]=[CH:4][CH:3]=1.Cl.[NH2:34][C@@H:35]1[C:60](=[O:61])[N:37]2[C:38]([C:44]([O:46][CH:47]([C:54]3[CH:59]=[CH:58][CH:57]=[CH:56][CH:55]=3)[C:48]3[CH:53]=[CH:52][CH:51]=[CH:50][CH:49]=3)=[O:45])=[C:39]([CH2:42][Cl:43])[CH2:40][S:41][C@H:36]12.O.ON1C2C=CC=CC=2N=N1>CN(C)C=O>[C:1]([NH:20][C:21]1[S:22][CH:23]=[C:24](/[C:26](=[N:30]/[O:31][CH3:32])/[C:27]([NH:34][C@@H:35]2[C:60](=[O:61])[N:37]3[C:38]([C:44]([O:46][CH:47]([C:48]4[CH:49]=[CH:50][CH:51]=[CH:52][CH:53]=4)[C:54]4[CH:59]=[CH:58][CH:57]=[CH:56][CH:55]=4)=[O:45])=[C:39]([CH2:42][Cl:43])[CH2:40][S:41][C@H:36]23)=[O:29])[N:25]=1)([C:8]1[CH:9]=[CH:10][CH:11]=[CH:12][CH:13]=1)([C:14]1[CH:15]=[CH:16][CH:17]=[CH:18][CH:19]=1)[C:2]1[CH:3]=[CH:4][CH:5]=[CH:6][CH:7]=1 |f:1.2,3.4|. Procedure: To 25 ml of N,N-dimethylformamide were added 1.3 g (3 mmol) of (Z)-2-(2-tritylaminothiazol-4-yl)-2-methoxyiminoacetic acid and 1.35 (3 mmol) of diphenylmethyl 7 β-amino-3-chloromethyl-ceph-3-em-4-carboxylate hydrochloride. The mixture was cooled to 0° C., and 0.53 g (3.9 mmol) of N-hydroxybenzotriazole hydrate and then 0.80 g (3.9 mmol) of N,N-dicyclohexylcarbodiimide were added thereto. Starting materials: O (Water), [Na] (Sodium), SC=1SC2=C(N1)C=CC=C2 (2-mercaptobenzothiazole), C1(=CC=C(C=C1)S(=O)(=O)OC(C#N)C1=CC=C(C=C1)C(=O)C=1SC=CC1)C (O-(p-toluenesulfonyl)-p-(2-thienylcarbonyl)mandelonitrile). Run in COCCOC (DME). Conditions: time 30 minute. Yields the product S1C(=NC2=C1C=CC=C2)SC(C#N)C2=CC=C(C=C2)C(=O)C=2SC=CC2 (alpha-(2-benzothiazolylthio)[p-(2-thienylcarbonyl)phenyl] acetonitrile). Yield: 67.0%. Reaction SMILES: C1(C)C=CC(S(O[CH:11]([C:14]2[CH:19]=[CH:18][C:17]([C:20]([C:22]3[S:23][CH:24]=[CH:25][CH:26]=3)=[O:21])=[CH:16][CH:15]=2)[C:12]#[N:13])(=O)=O)=CC=1.[Na].[SH:29][C:30]1[S:31][C:32]2[CH:38]=[CH:37][CH:36]=[CH:35][C:33]=2[N:34]=1.O>COCCOC>[S:31]1[C:32]2[CH:38]=[CH:37][CH:36]=[CH:35][C:33]=2[N:34]=[C:30]1[S:29][CH:11]([C:14]1[CH:15]=[CH:16][C:17]([C:20]([C:22]2[S:23][CH:24]=[CH:25][CH:26]=2)=[O:21])=[CH:18][CH:19]=1)[C:12]#[N:13] |^1:27|. Procedure: 1.191 g of O-(p-toluenesulfonyl)-p-(2-thienylcarbonyl)mandelonitrile was dissolved in 5 ml of DME, and the solution was stirred in an argon atmosphere under ice cooling. Sodium salt of 2-mercaptobenzothiazole (567 mg) was added, and the mixture was stirred under ice cooling for 45 minutes, and then at room temperature for 30 minutes. Water (30 ml) was added, and the mixture was extracted with 30 ml of methylene chloride three times. The extract was washed with 20 ml of water, dried over anhydrou... Run in CS(=O)C (dimethyl sulfoxide). Isolated yield 44.4%. Product: CC1=NOC(=C1C)NC(=O)N1CCN(CC1)C1=NC(=NS1)C1=CC=CC=C1 (N-(3,4-Dimethylisoxazol-5-yl)-4-(3-phenyl-1,2,4-thiadiazol-5-yl)piperazine-1-carboxamide). Procedure details: A mixed solution of 2,2,2-trichloroethyl (3,4-dimethylisoxazol-5-yl)carbamate (212 mg, 0.738 mmol), 1-(3-phenyl-1,2,4-thiadiazol-5-yl)piperazine (200 mg, 0.812 mmol) and diisopropylethylamine (0.141 ml, 0.812 mmol) in dimethyl sulfoxide (2.5 ml) was stirred at 70° C. for 3 hours. Water was poured to the reaction mixture, and the resulting solution was extracted with ethyl acetate. The extract was washed with water and dried over anhydrous magnesium sulfate, and the solvent was distilled off unde... The reactants are O (Water), CC1=NOC(=C1C)NC(OCC(Cl)(Cl)Cl)=O (2,2,2-trichloroethyl (3,4-dimethylisoxazol-5-yl)carbamate), C1(=CC=CC=C1)C1=NSC(=N1)N1CCNCC1 (1-(3-phenyl-1,2,4-thiadiazol-5-yl)piperazine), C(C)(C)N(CC)C(C)C (diisopropylethylamine). Reaction SMILES: [CH3:1][C:2]1[C:6]([CH3:7])=[C:5]([NH:8][C:9](=[O:16])OCC(Cl)(Cl)Cl)[O:4][N:3]=1.[C:17]1([C:23]2[N:27]=[C:26]([N:28]3[CH2:33][CH2:32][NH:31][CH2:30][CH2:29]3)[S:25][N:24]=2)[CH:22]=[CH:21][CH:20]=[CH:19][CH:18]=1.C(N(C(C)C)CC)(C)C.O>CS(C)=O>[CH3:1][C:2]1[C:6]([CH3:7])=[C:5]([NH:8][C:9]([N:31]2[CH2:32][CH2:33][N:28]([C:26]3[S:25][N:24]=[C:23]([C:17]4[CH:22]=[CH:21][CH:20]=[CH:19][CH:18]=4)[N:27]=3)[CH2:29][CH2:30]2)=[O:16])[O:4][N:3]=1. The reagents and catalysts are C=1C=CC(=CC1)[P](C=2C=CC=CC2)(C=3C=CC=CC3)[Pd]([P](C=4C=CC=CC4)(C=5C=CC=CC5)C=6C=CC=CC6)([P](C=7C=CC=CC7)(C=8C=CC=CC8)C=9C=CC=CC9)[P](C=1C=CC=CC1)(C=1C=CC=CC1)C=1C=CC=CC1 (Tetrakis(triphenylphosphine)palladium(0)), [Cu]I (copper(I) iodide). Procedure details: A mixture of 6-bromo-3-(4-piperidin-1-ylmethylphenyl)-9H-dipyrido[2,3-b;4′,3′-d]pyrrole (170 mg, 0.40 mmol), copper(I) iodide (7.7 mg, 0.04 mmol), and N,N-diisopropylethylamine (0.21 mL, 1.2 mmol) in anhydrous 1,4-dioxane (3 mL) was degassed and flushed with nitrogen. Tetrakis(triphenylphosphine)palladium(0) (47 mg, 0.04 mmol) and (trimethylsilyl)acetylene (0.34 mL, 2.4 mmol) were added and the reaction mixture heated at 110° C. for 1 h. The cooled reaction mixture was diluted with DCM (20 mL) a... The reactants are C[Si](C)(C)C#C ((trimethylsilyl)acetylene), BrC1=CC=2C3=C(NC2C=N1)N=CC(=C3)C3=CC=C(C=C3)CN3CCCCC3 (6-bromo-3-(4-piperidin-1-ylmethylphenyl)-9H-dipyrido[2,3-b;4′,3′-d]pyrrole), C(C)(C)N(C(C)C)CC (N,N-diisopropylethylamine). Run at temperature 110 celsius. Reaction SMILES: Br[C:2]1[N:10]=[CH:9][C:8]2[NH:7][C:6]3[N:11]=[CH:12][C:13]([C:15]4[CH:20]=[CH:19][C:18]([CH2:21][N:22]5[CH2:27][CH2:26][CH2:25][CH2:24][CH2:23]5)=[CH:17][CH:16]=4)=[CH:14][C:5]=3[C:4]=2[CH:3]=1.C(N(CC)C(C)C)(C)C.[CH3:37][Si:38]([C:41]#[CH:42])([CH3:40])[CH3:39]>O1CCOCC1.C(Cl)Cl.CO.[Cu]I.C1C=CC([P]([Pd]([P](C2C=CC=CC=2)(C2C=CC=CC=2)C2C=CC=CC=2)([P](C2C=CC=CC=2)(C2C=CC=CC=2)C2C=CC=CC=2)[P](C2C=CC=CC=2)(C2C=CC=CC=2)C2C=CC=CC=2)(C2C=CC=CC=2)C2C=CC=CC=2)=CC=1>[CH3:37][Si:38]([C:41]#[C:42][C:2]1[N:10]=[CH:9][C:8]2[NH:7][C:6]3[N:11]=[CH:12][C:13]([C:15]4[CH:20]=[CH:19][C:18]([CH2:21][N:22]5[CH2:27][CH2:26][CH2:25][CH2:24][CH2:23]5)=[CH:17][CH:16]=4)=[CH:14][C:5]=3[C:4]=2[CH:3]=1)([CH3:40])[CH3:39] |^1:59,61,80,99|. Yields the product C[Si](C)(C)C#CC1=CC=2C3=C(NC2C=N1)N=CC(=C3)C3=CC=C(C=C3)CN3CCCCC3 (6-((Trimethylsilyl)ethynyl)-3-(4-piperidin-1-ylmethylphenyl)-9H-dipyrido[2,3-b;4′,3′-d]pyrrole). Run in C(Cl)Cl (DCM), CO (methanol), O1CCOCC1 (1,4-dioxane).